This data is from the Open Reaction Database (ORD), a public repository of structured organic reaction records. The task is: describe an organic reaction: reactants, conditions, products, and yield The reactants are CC(C)(C)OC(=O)N1CCC(COc2cc3nccc(Oc4ccc(NC(=O)NC5CC5)c(F)c4)c3cc2C#N)CC1, CCOC(C)=O, [Na], O, O=C(O)C(F)(F)F. The product is N#Cc1cc2c(Oc3ccc(NC(=O)NC4CC4)c(F)c3)ccnc2cc1OCC1CCNCC1. RXN SMILES: [C:8](#[N:9])[c:10]1[cH:11][c:12]2[c:13]([O:35][c:36]3[cH:37][c:38]([F:49])[c:39]([NH:42][C:43](=[O:44])[NH:45][CH:46]4[CH2:47][CH2:48]4)[cH:40][cH:41]3)[cH:14][cH:15][n:16][c:17]2[cH:18][c:19]1[O:20][CH2:21][CH:22]1[CH2:23][CH2:24][N:25]([C:28]([O:29][C:30]([CH3:31])([CH3:32])[CH3:33])=[O:34])[CH2:26][CH2:27]1.[CH3:52][CH2:53][O:54][C:55](=[O:56])[CH3:57].[Na:50].[OH2:51].[OH:1][C:2]([C:3]([F:4])([F:5])[F:6])=[O:7]>>[C:8](#[N:9])[c:10]1[cH:11][c:12]2[c:13]([O:35][c:36]3[cH:37][c:38]([F:49])[c:39]([NH:42][C:43](=[O:44])[NH:45][CH:46]4[CH2:47][CH2:48]4)[cH:40][cH:41]3)[cH:14][cH:15][n:16][c:17]2[cH:18][c:19]1[O:20][CH2:21][CH:22]1[CH2:23][CH2:24][NH:25][CH2:26][CH2:27]1. Reactants: [OH-].[Na+] (NaOH), COC(\C=C\C=C(/C(C)C)\C1=CC=C(C=C1)OC)=O ((E,E)-5-(4-methoxyphenyl)-6-methyl-2,4-heptadienoic acid methyl ester). Solvent: CO (methanol). Product: COC1=CC=C(C=C1)/C(=C/C=C/C(=O)O)/C(C)C ((E,E)-5-(4-methoxyphenyl)-6-methyl-2,4-heptadienoic acid). Isolated yield 74.0%. RXN SMILES: C[O:2][C:3](=[O:19])/[CH:4]=[CH:5]/[CH:6]=[C:7](/[C:11]1[CH:16]=[CH:15][C:14]([O:17][CH3:18])=[CH:13][CH:12]=1)\[CH:8]([CH3:10])[CH3:9].[OH-].[Na+]>CO>[CH3:18][O:17][C:14]1[CH:13]=[CH:12][C:11](/[C:7](/[CH:8]([CH3:10])[CH3:9])=[CH:6]/[CH:5]=[CH:4]/[C:3]([OH:19])=[O:2])=[CH:16][CH:15]=1 |f:1.2|. Procedure details: As described in Example 99, (E,E)-5-(4-methoxyphenyl)-6-methyl-2,4-heptadienoic acid methyl ester (4 g) was saponified in a refluxing mixture of methanol (15 mL) and 2N NaOH (15 mL). After 2 hours reaction was worked up in the usual way and the crude acid was crystallized from cyclohexane-hexane to provide 2.8 g of (E,E)-5-(4-methoxyphenyl)-6-methyl-2,4-heptadienoic acid, mp 140.5°-141.5° C.